Task: describe an organic reaction: reactants, conditions, products, and yield. Dataset: the Open Reaction Database (ORD), a public repository of structured organic reaction records Starting materials: ClC1=C(C=C(C=C1)[C@@]1(OC([C@H]([C@@H]([C@H]1O)O)O)(CO)CO)OC)COC1=CC=CC=C1 ((2S,3R,4S,5S)-2-(4-chloro-3-(phenoxymethyl)phenyl)-6,6-bis(hydroxymethyl)-2-Methoxytetrahydro-2H-pyran-3,4,5-triol), C(=O)(C(F)(F)F)O (TFA). The solvent is C(Cl)Cl (DCM). Reaction conditions: time 3.5 hour. Product: ClC1=C(C=C(C=C1)[C@]12[C@@H]([C@H]([C@@H]([C@](CO1)(O2)CO)O)O)O)COC2=CC=CC=C2 ((1S,2S,3S,4R,5S)-5-(4-chloro-3-(phenoxymethyl)phenyl)-1-(hydroxymethyl)-6,8-dioxabicyclo[3.2.1]octane-2,3,4-triol). Yield: 100.3%. RXN SMILES: [Cl:1][C:2]1[CH:7]=[CH:6][C:5]([C@@:8]2(OC)[C@H:13]([OH:14])[C@@H:12]([OH:15])[C@H:11]([OH:16])[C:10]([CH2:19][OH:20])([CH2:17][OH:18])[O:9]2)=[CH:4][C:3]=1[CH2:23][O:24][C:25]1[CH:30]=[CH:29][CH:28]=[CH:27][CH:26]=1.C(O)(C(F)(F)F)=O>C(Cl)Cl>[Cl:1][C:2]1[CH:7]=[CH:6][C:5]([C@@:8]23[O:9][C@@:10]([CH2:19][OH:20])([CH2:17][O:18]2)[C@@H:11]([OH:16])[C@H:12]([OH:15])[C@H:13]3[OH:14])=[CH:4][C:3]=1[CH2:23][O:24][C:25]1[CH:26]=[CH:27][CH:28]=[CH:29][CH:30]=1. Reported procedure: To a solution of (2S,3R,4S,5S)-2-(4-chloro-3-(phenoxymethyl)phenyl)-6,6-bis(hydroxymethyl)-2-Methoxytetrahydro-2H-pyran-3,4,5-triol (8.0 g, 18.16 mmol) in DCM (45 mL) under nitrogen atmosphere was added TFA (4.17 mL, 54.4 mmol) at 0° C. The reaction mixture was warmed to r.t. and stirred for 3-4 h. After the completion of the reaction as confirmed by TLC, the reaction mixture was quenched with saturated solution of sodium bicarbonate. The crude compound was extracted with DCM (100 mL). The organ... Reactants: O=S1(N(CCC1)C1=C(C(=O)OC)C=CC(=C1)N1C(CCC1)=O)=O (methyl 2-(1,1-dioxo-1λ6-isothiazolidin-2-yl)-4-(2-oxopyrrolidin-1-yl)benzoate). The solvent is CO (methanol), O1CCCC1 (tetrahydrofuran), [OH-].[Na+] (sodium hydroxide). Run at time 4 hour. Yields the product O=S1(N(CCC1)C1=C(C(=O)O)C=CC(=C1)N1C(CCC1)=O)=O (2-(1,1-dioxo-1λ6-isothiazolidin-2-yl)-4-(2-oxopyrrolidin-1-yl)benzoic acid). Yield: 67.1%. RXN SMILES: [O:1]=[S:2]1(=[O:23])[CH2:6][CH2:5][CH2:4][N:3]1[C:7]1[CH:16]=[C:15]([N:17]2[CH2:21][CH2:20][CH2:19][C:18]2=[O:22])[CH:14]=[CH:13][C:8]=1[C:9]([O:11]C)=[O:10]>CO.O1CCCC1.[OH-].[Na+]>[O:23]=[S:2]1(=[O:1])[CH2:6][CH2:5][CH2:4][N:3]1[C:7]1[CH:16]=[C:15]([N:17]2[CH2:21][CH2:20][CH2:19][C:18]2=[O:22])[CH:14]=[CH:13][C:8]=1[C:9]([OH:11])=[O:10] |f:3.4|. Procedure details: Using pyrrolidin-2-one (432 mg) and methyl 4-bromo-2-(1,1-dioxo-1λ6-isothiazolidin-2-yl)benzoate (1.54 g) described in Preparation Example 13 and by the reaction and treatment in the same manner as in Example 1, methyl 2-(1,1-dioxo-1λ6-isothiazolidin-2-yl)-4-(2-oxopyrrolidin-1-yl)benzoate (1.12 g) was obtained. The obtained methyl 2-(1,1-dioxo-1λ6-isothiazolidin-2-yl)-4-(2-oxopyrrolidin-1-yl)benzoate (1.12 g) was dissolved in a solution of methanol (5 mL) and tetrahydrofuran (5 mL), 1N aqueous s... Reaction SMILES: [CH3:1][c:2]1[n:3][o:4][c:5]([CH3:25])[c:6]1-[c:7]1[c:8]([O:23][CH3:24])[cH:9][c:10]2[c:11]([OH:22])[c:12]([C:17](=[O:18])[O:19][CH2:20][CH3:21])[cH:13][n:14][c:15]2[cH:16]1.[CH3:28][CH2:29][OH:30].[Na+:27].[OH-:26]>>[CH3:1][c:2]1[n:3][o:4][c:5]([CH3:25])[c:6]1-[c:7]1[c:8]([O:23][CH3:24])[cH:9][c:10]2[c:11]([OH:22])[c:12]([C:17](=[O:18])[OH:19])[cH:13][n:14][c:15]2[cH:16]1. Product: COc1cc2c(O)c(C(=O)O)cnc2cc1-c1c(C)noc1C. The reactants are CCOC(=O)c1cnc2cc(-c3c(C)noc3C)c(OC)cc2c1O, CCO, [Na+], [OH-].